Dataset: the Open Reaction Database (ORD), a public repository of structured organic reaction records. Task: describe an organic reaction: reactants, conditions, products, and yield The reactants are C(C)OC(C(C1=C(C(=CC=C1)Cl)Cl)C#N)=O (ethyl-2-cyano-2-(2,3-dichlorophenyl)acetate), [Na] (sodium), Cl.NC(=N)N (guanidine hydrochloride), [Na] (Sodium). Solvent: C(C)O (ethanol). The product is NC1=NC(=C(C(=N1)N)C1=C(C(=CC=C1)Cl)Cl)O (2,4-Diamino-5-(2,3-dichlorophenyl)-6-hydroxypyrimidine). As a reaction SMILES: [Na].Cl.[NH2:3][C:4]([NH2:6])=[NH:5].C([O:9][C:10](=O)[CH:11]([C:20]#[N:21])[C:12]1[CH:17]=[CH:16][CH:15]=[C:14]([Cl:18])[C:13]=1[Cl:19])C>C(O)C>[NH2:5][C:4]1[N:6]=[C:20]([NH2:21])[C:11]([C:12]2[CH:17]=[CH:16][CH:15]=[C:14]([Cl:18])[C:13]=2[Cl:19])=[C:10]([OH:9])[N:3]=1 |f:1.2,^1:0|. Reported procedure: Sodium (1.2 g, 0.052 mol) was added in portions to absolute ethanol (50 ml) with stirring. After the sodium had dissolved guanidine hydrochloride (3.69 g, 0.039 mol) was added followed by ethyl-2-cyano-2-(2,3-dichlorophenyl)acetate (5 g, 0.0195 mol). The mixture was refluxed for 8 hours, EtOH was removed under reduced pressure and the residue was partitioned between EtOAc and water. The EtOAc layer was extracted with 2N NaOH and the extract was neutralised with 2N HCl with cooling. The precipita... Starting materials: [Al+3], [Al+3], C1CCOC1, [Cl-], [Cl-], [Cl-], [H-], [H-], [H-], [H-], [Li+], N#CCc1ccc(-c2nc3ccccc3o2)cc1. Product: Cl, NCCc1ccc(-c2nc3ccccc3o2)cc1. RXN SMILES: [Al+3:2].[Al+3:6].[CH2:29]1[O:30][CH2:31][CH2:32][CH2:33]1.[Cl-:1].[Cl-:3].[Cl-:4].[H-:10].[H-:5].[H-:8].[H-:9].[Li+:7].[o:11]1[c:12](-[c:20]2[cH:21][cH:22][c:23]([CH2:24][C:25]#[N:26])[cH:27][cH:28]2)[n:13][c:14]2[c:15]1[cH:16][cH:17][cH:18][cH:19]2>>[ClH:1].[o:11]1[c:12](-[c:20]2[cH:21][cH:22][c:23]([CH2:24][CH2:25][NH2:26])[cH:27][cH:28]2)[n:13][c:14]2[c:15]1[cH:16][cH:17][cH:18][cH:19]2.